Task: describe an organic reaction: reactants, conditions, products, and yield. Dataset: the Open Reaction Database (ORD), a public repository of structured organic reaction records Reactants: FC1=CC=CC=2NCC(OC21)CN (Dihydro-8-fluoro-2H-1,4-benzoxazine-2-methanamine), CN1CC(OC2=C1C=CC=C2)C(=O)N (3,4-dihydro-4-methyl-2H-1,4-benzoxazine-2-carboxamide). Yields the product CN1CC(OC=2C1CC=CC2)CN (Dihydro-4-methyl-2H-1,4-benzoxazine-2-methanamine), ( 2g ). RXN SMILES: FC1C2OC(CN)CNC=2C=CC=1.[CH3:14][N:15]1[C:20]2[CH:21]=[CH:22][CH:23]=[CH:24][C:19]=2[O:18][CH:17]([C:25]([NH2:27])=O)[CH2:16]1>>[CH3:14][N:15]1[CH:20]2[CH2:21][CH:22]=[CH:23][CH:24]=[C:19]2[O:18][CH:17]([CH2:25][NH2:27])[CH2:16]1. Procedure: This compound is obtained following the same experimental conditions as those used for the synthesis of intermediate 2b but replacing 3,4-dihydro-8-fluoro-2H-1,4-benzoxazine-2-carboxamide (4b) with 3,4-dihydro-4-methyl-2H-1,4-benzoxazine-2-carboxamide (4g) [84831-37-8]. The title compound of formula (2g) is obtained. The reactants are CCCCCCC1C(=O)CCC1C[N+](=O)[O-], CO, Cl, O. Product: CCCCCCC1C(=O)CCC1C(=O)OC. Reaction SMILES: [CH2:1]([CH2:2][CH2:3][CH2:4][CH2:5][CH3:6])[CH:7]1[C:8](=[O:16])[CH2:9][CH2:10][CH:11]1[CH2:12][N+:13]([O-:14])=[O:15].[CH3:19][OH:20].[ClH:18].[OH2:17]>>[CH2:1]([CH2:2][CH2:3][CH2:4][CH2:5][CH3:6])[CH:7]1[C:8](=[O:16])[CH2:9][CH2:10][CH:11]1[C:12](=[O:17])[O:20][CH3:19]. The reactants are C1CC1 (cyclopropane), C(C)OC(=O)C1C(C1)(C1=CC=CC=C1)C1=CC=CC=C1 (2,2-diphenylcyclopropanyl carboxylate ethyl ester), O (water), crude product 1H, N(=O)[O-].[Na+] (NaNO2), crude product. Run in C(F)(F)(F)C(=O)O (CF3CO2H). Reaction conditions: temperature 18 celsius. Product: C(C)OC(=O)C1=NOC(C1)(C1=CC=CC=C1)C1=CC=CC=C1 (5,5-diphenylisoxazoline carboxylate ethyl ester). Yield: 87.7%. Reaction SMILES: C1CC1.[CH2:4]([O:6][C:7]([CH:9]1[CH2:11][C:10]1([C:18]1[CH:23]=[CH:22][CH:21]=[CH:20][CH:19]=1)[C:12]1[CH:17]=[CH:16][CH:15]=[CH:14][CH:13]=1)=[O:8])[CH3:5].[N:24]([O-])=[O:25].[Na+].O>C(C(O)=O)(F)(F)F>[CH2:4]([O:6][C:7]([C:9]1[CH2:11][C:10]([C:18]2[CH:23]=[CH:22][CH:21]=[CH:20][CH:19]=2)([C:12]2[CH:17]=[CH:16][CH:15]=[CH:14][CH:13]=2)[O:25][N:24]=1)=[O:8])[CH3:5] |f:2.3|. Reported procedure: The cyclopropane derivative, 2,2-diphenylcyclopropanyl carboxylate ethyl ester (0.97 g, 3.7 mmol) was dissolved in 3.7 mL CF3CO2H. Into the solution was added NaNO2 (0.28 g, 4.0 mmol, 1.1 eq.) in several ports so that the reaction temperature did not excess 40° C. After addition, the reactants were stirred at room temperature (about 18° C.) for half an hour. And the reactants were poured into an iced water and extracted with diethyl ether (2×20 mL); the ethereal solutions were combined and subse... Reactants: C=C(C)C1CC1(C#N)C(=O)OC, Cc1ccccc1. Yields the product COC(=O)C1(C#N)CC=C(C)C1. RXN SMILES: [C:1](#[N:2])[C:3]1([C:9](=[O:10])[O:11][CH3:12])[CH:4]([C:6](=[CH2:7])[CH3:8])[CH2:5]1.[CH3:13][c:14]1[cH:15][cH:16][cH:17][cH:18][cH:19]1>>[C:1](#[N:2])[C:3]1([C:9](=[O:10])[O:11][CH3:12])[CH2:5][CH:4]=[C:6]([CH3:7])[CH2:8]1. The reactants are C(C)(C)(C)OC(=O)N1CC2=CC=C(C=C2C1)I (5-iodo-1,3-dihydro-isoindole-2-carboxylic acid tert-butyl ester), FC(C(=O)O)(F)F.[C@@H]12OC[C@@H](NC1)C2 ((1S,4S)-2-oxa-5-aza-bicyclo[2.2.1]heptane trifluoroacetate). Yields the product C(C)(C)(C)OC(=O)N1CC2=CC=C(C=C2C1)N1[C@@H]2CO[C@H](C1)C2 ((1S,4S)-5-(2-Oxa-5-aza-bicyclo[2.2.1]hept-5-yl)-1,3-dihydro-isoindole-2-carboxylic acid tert-butyl ester). Reaction SMILES: [C:1]([O:5][C:6]([N:8]1[CH2:16][C:15]2[C:10](=[CH:11][CH:12]=[C:13](I)[CH:14]=2)[CH2:9]1)=[O:7])([CH3:4])([CH3:3])[CH3:2].FC(F)(F)C(O)=O.[C@H:25]12[CH2:31][C@H:28]([NH:29][CH2:30]1)[CH2:27][O:26]2>>[C:1]([O:5][C:6]([N:8]1[CH2:16][C:15]2[C:10](=[CH:11][CH:12]=[C:13]([N:29]3[CH2:30][C@@H:25]4[CH2:31][C@H:28]3[CH2:27][O:26]4)[CH:14]=2)[CH2:9]1)=[O:7])([CH3:4])([CH3:3])[CH3:2] |f:1.2|. Procedure: Prepared in analogy to Example A3(d) from 5-iodo-1,3-dihydro-isoindole-2-carboxylic acid tert-butyl ester (Example A38(b)) and (1S,4S)-2-oxa-5-aza-bicyclo[2.2.1]heptane trifluoroacetate. Orange oil. MS (m/e): 317.3 ([M+H]+, 100%). The reactants are Cc1ccnc2c1C(=O)c1ccccc1-2, [Na+], [OH-], O=[N+]([O-])O, O=S(=O)(O)O. Yields the product Cc1ccnc2c1C(=O)c1cc([N+](=O)[O-])ccc1-2. As a reaction SMILES: [CH3:5][c:6]1[c:7]2[c:8]([n:9][cH:10][cH:11]1)-[c:12]1[cH:13][cH:14][cH:15][cH:16][c:17]1[C:18]2=[O:19].[Na+:21].[OH-:20].[OH:1][N+:2]([O-:3])=[O:4].[S:22](=[O:23])(=[O:24])([OH:25])[OH:26]>>[O-:1][N+:2](=[O:4])[c:15]1[cH:14][cH:13][c:12]2[c:17]([cH:16]1)[C:18](=[O:19])[c:7]1[c:6]([CH3:5])[cH:11][cH:10][n:9][c:8]1-2.